This data is from the Open Reaction Database (ORD), a public repository of structured organic reaction records. The task is: describe an organic reaction: reactants, conditions, products, and yield Reactants: C=O (paraformaldehyde), C1CCC2=NCCCN2CC1 (DBU), [N+](=O)([O-])C1=C(CCl)C=CC=C1 (2-nitrobenzyl chloride). Reagents/catalysts: CC(=O)O (AcOH). Solvent: CS(=O)C (DMSO), C(Cl)Cl (CH2Cl2). Reaction conditions: time 20 minute. The product is ClC(CO)C1=C(C=CC=C1)[N+](=O)[O-] (2-chloro-2-(2-nitrophenyl)ethanol). Reaction SMILES: [N+:1]([C:4]1[CH:11]=[CH:10][CH:9]=[CH:8][C:5]=1[CH2:6][Cl:7])([O-:3])=[O:2].[CH2:12]=[O:13].C1CCN2C(=NCCC2)CC1>CS(C)=O.CC(O)=O.C(Cl)Cl>[Cl:7][CH:6]([C:5]1[CH:8]=[CH:9][CH:10]=[CH:11][C:4]=1[N+:1]([O-:3])=[O:2])[CH2:12][OH:13]. Reported procedure: A solution of 2-nitrobenzyl chloride (4.3 g, 25 mmol) in DMSO (3.5 ml, synthesis quality, additionally dried for 2 d over molecular sieve 4 Å) was mixed with paraformaldehyde (750 mg, 25 mmol) and DBU (0.5 ml, 3.3 mmol) and stirred at room temperature for 20 min. The pH value of the reaction mixture was adjusted to about pH 3 by means of a few drops of conc. AcOH. The mixture was diluted with CH2Cl2 (120 ml), washed with H2O (80 ml) and post-extracted with CH2Cl2 (2×100 ml).